Dataset: the Open Reaction Database (ORD), a public repository of structured organic reaction records. Task: describe an organic reaction: reactants, conditions, products, and yield Reactants: ClC1=CC=C(C=C1)C1C(C(=O)OC1)=C (β-(p-chlorophenyl)-α-methylene-γ-butyrolactone), C(C1=CC=CC=C1)S (benzylmercaptan). Reagents/catalysts: C(C)N(CC)CC (triethylamine). Run in C1(=CC=CC=C1)C (toluene), C(C)OCC (ethyl ether). Conditions: time 6 hour. Product: C(C1=CC=CC=C1)SCC1C(=O)OCC1C1=CC=C(C=C1)Cl (α-benzylthiomethyl-β-(p-chlorophenyl)-γ-butyrolactone). Isolated yield 81.0%. Reaction SMILES: [Cl:1][C:2]1[CH:7]=[CH:6][C:5]([CH:8]2[CH2:13][O:12][C:10](=[O:11])[C:9]2=[CH2:14])=[CH:4][CH:3]=1.[CH2:15]([SH:22])[C:16]1[CH:21]=[CH:20][CH:19]=[CH:18][CH:17]=1>C1(C)C=CC=CC=1.C(N(CC)CC)C.C(OCC)C>[CH2:15]([S:22][CH2:14][CH:9]1[CH:8]([C:5]2[CH:4]=[CH:3][C:2]([Cl:1])=[CH:7][CH:6]=2)[CH2:13][O:12][C:10]1=[O:11])[C:16]1[CH:21]=[CH:20][CH:19]=[CH:18][CH:17]=1. Procedure details: To a solution of 700 mg of β-(p-chlorophenyl)-α-methylene-γ-butyrolactone in 10 ml of toluene were added 0.51 ml of benzylmercaptan and one drop of triethylamine and the resulting mixture was kept at room temperature for 6 hours. After completion of the reaction, the reaction mixture was diluted with 100 ml of ethyl ether, washed with 10% aqueous sodium hydroxide and saturated saline, dried over magnesium sulfate and the solvent was distilled off. The crude product thus obtained was purified by ... The reactants are O=C([O-])[O-], COC(OC)c1ccc([N+](=O)[O-])c(F)c1, CN(C)C=O, [Cl-], [Cs+], [Cs+], NC(=O)c1sc(N)nc1-c1cccc(C(F)(F)F)c1, [NH4+]. Yields the product COC(OC)c1ccc([N+](=O)[O-])c(Nc2nc(-c3cccc(C(F)(F)F)c3)c(C(N)=O)s2)c1. RXN SMILES: [C:35](=[O:36])([O-:37])[O-:38].[CH3:20][O:21][CH:22]([c:23]1[cH:24][c:25]([F:32])[c:26]([N+:29](=[O:30])[O-:31])[cH:27][cH:28]1)[O:33][CH3:34].[CH3:43][N:44]([CH3:45])[CH:46]=[O:47].[Cl-:41].[Cs+:39].[Cs+:40].[NH2:1][c:2]1[s:3][c:4]([C:17](=[O:18])[NH2:19])[c:5](-[c:7]2[cH:8][c:9]([C:13]([F:14])([F:15])[F:16])[cH:10][cH:11][cH:12]2)[n:6]1.[NH4+:42]>>[NH:1]([c:2]1[s:3][c:4]([C:17](=[O:18])[NH2:19])[c:5](-[c:7]2[cH:8][c:9]([C:13]([F:14])([F:15])[F:16])[cH:10][cH:11][cH:12]2)[n:6]1)[c:25]1[cH:24][c:23]([CH:22]([O:21][CH3:20])[O:33][CH3:34])[cH:28][cH:27][c:26]1[N+:29](=[O:30])[O-:31].